Dataset: the Open Reaction Database (ORD), a public repository of structured organic reaction records. Task: describe an organic reaction: reactants, conditions, products, and yield The reactants are CO, [Na+], [OH-], COC(=O)c1c[nH]c(C(=O)c2ccccc2)c1-c1ccccc1. Yields the product O=C(O)c1c[nH]c(C(=O)c2ccccc2)c1-c1ccccc1. Reaction SMILES: [CH3:26][OH:27].[Na+:25].[OH-:24].[c:1]1(-[c:7]2[c:8]([C:20](=[O:21])[O:22][CH3:23])[cH:9][nH:10][c:11]2[C:12]([c:13]2[cH:14][cH:15][cH:16][cH:17][cH:18]2)=[O:19])[cH:2][cH:3][cH:4][cH:5][cH:6]1>>[c:1]1(-[c:7]2[c:8]([C:20](=[O:21])[OH:22])[cH:9][nH:10][c:11]2[C:12]([c:13]2[cH:14][cH:15][cH:16][cH:17][cH:18]2)=[O:19])[cH:2][cH:3][cH:4][cH:5][cH:6]1.